This data is from the Open Reaction Database (ORD), a public repository of structured organic reaction records. The task is: describe an organic reaction: reactants, conditions, products, and yield Starting materials: NC=1N(C(=C(N1)C1=CC=CC=C1)C)C1=CC=C(C=C1)CCO (2-[4-(2-amino-5-methyl-4-phenyl-1H-imidazol-1-yl)phenyl]ethanol), C1(=CC=C(C=C1)S(=O)(=O)N=C=O)C (p-toluenesulfonylisocyanate). Solvent: ClCCl (dichloromethane). Conditions: temperature 0 celsius, time 10 minute. Yields the product CC1=CC=C(C=C1)S(=O)(=O)NC(OCCC1=CC=C(C=C1)N1C(=NC(=C1C)C1=CC=CC=C1)N)=O (2-[4-(2-amino-5-methyl-4-phenyl-1H-imidazol-1-yl)phenyl]ethyl (4-methylphenyl)sulfonylcarbamate). Yield: 4.8%. RXN SMILES: [NH2:1][C:2]1[N:3]([C:14]2[CH:19]=[CH:18][C:17]([CH2:20][CH2:21][OH:22])=[CH:16][CH:15]=2)[C:4]([CH3:13])=[C:5]([C:7]2[CH:12]=[CH:11][CH:10]=[CH:9][CH:8]=2)[N:6]=1.[C:23]1([CH3:35])[CH:28]=[CH:27][C:26]([S:29]([N:32]=[C:33]=[O:34])(=[O:31])=[O:30])=[CH:25][CH:24]=1>ClCCl>[CH3:35][C:23]1[CH:28]=[CH:27][C:26]([S:29]([NH:32][C:33](=[O:34])[O:22][CH2:21][CH2:20][C:17]2[CH:16]=[CH:15][C:14]([N:3]3[C:4]([CH3:13])=[C:5]([C:7]4[CH:12]=[CH:11][CH:10]=[CH:9][CH:8]=4)[N:6]=[C:2]3[NH2:1])=[CH:19][CH:18]=2)(=[O:31])=[O:30])=[CH:25][CH:24]=1. Reported procedure: A mixture of 2-[4-(2-amino-5-methyl-4-phenyl-1H-imidazol-1-yl)phenyl]ethanol (100 mg, 0.34 mmol) and p-toluenesulfonylisocyanate (67 mg, 0.34 mmol) in dichloromethane (5 mL) was stirred at 0° C. for 10 min. It was washed with water and organic phase was dried over Na2SO4. After removal of solvent, the residue was purified by TLC with dichloromethane/methanol (10:1) to afford 8 mg (4.8%) of the title compound as white solids: MS (ESI) m/z 491 [M+H]+, 489 [M−H]−, 1H-NMR (CDCl3) δ 2.27 (s, 3H), 2.8...